Task: describe an organic reaction: reactants, conditions, products, and yield. Dataset: the Open Reaction Database (ORD), a public repository of structured organic reaction records The reactants are C(C)(C)N(C(C)C)CC (N,N-Diisopropylethylamine), C1(=CC=CC=C1)P(=O)(C1=CC=CC=C1)N=[N+]=[N-] (diphenylphosphoryl azide), CC=1C=NC=C(C(=O)O)C1 (5-Methyl-nicotinic acid), C(C)(C)(C)O (t-Butanol). Run at temperature 80 celsius. The product is C(C)(C)(C)OC(NC=1C=NC=C(C1)C)=O ((5-Methyl-pyridin-3-yl)-carbamic acid tert-butyl ester). Yield: 67.0%. RXN SMILES: C[C:2]1[CH:3]=[N:4][CH:5]=[C:6]([CH:10]=1)[C:7](O)=O.C([N:14]([CH2:18]C)C(C)C)(C)C.C1(P(N=[N+]=[N-])(C2C=CC=CC=2)=[O:27])C=CC=CC=1.[C:37]([OH:41])([CH3:40])([CH3:39])[CH3:38]>>[C:37]([O:41][C:18](=[O:27])[NH:14][C:2]1[CH:3]=[N:4][CH:5]=[C:6]([CH3:7])[CH:10]=1)([CH3:40])([CH3:39])[CH3:38]. Procedure details: 5-Methyl-nicotinic acid (2 g, 14.6 mmol) was dissolved into t-Butanol (59 mL). To this was added N,N-Diisopropylethylamine (7.6 mL, 43.8 mmol) and diphenylphosphoryl azide (3.8 mL, 17.5 mmol). The reaction was heated to 80° C. overnight in a flask fitted with septa and argon gas line. The solvents were evaporated in vacuo and the resulting residue was dissolved into EtOAc, washed with saturated NaHCO3 and water. The combined organic layers were dried (MgSO4) and the solvents were removed in vacu... Reaction SMILES: [C:1]([C@:3]1([OH:25])[C:8](=[CH2:9])[CH2:7][C@H:6]2[C@H:10]3[C@H:20]([CH2:21][CH2:22][C@:4]12[CH3:5])[C@:18]1([CH3:19])[C:13](=[CH:14][C:15](=[O:23])[CH2:16][CH2:17]1)[C:12](=[CH2:24])[CH2:11]3)#[CH:2].[O:26]=[Si]=O.C([O-])(=O)C.[Na+]>O>[C:1]([C@:3]1([OH:25])[C:8](=[CH2:9])[CH2:7][C@H:6]2[C@H:10]3[C@H:20]([CH2:21][CH2:22][C@:4]12[CH3:5])[C@:18]1([CH3:19])[C:13](=[CH:14][C:15](=[O:23])[CH2:16][CH2:17]1)[C:12](=[CH2:24])[CH2:11]3)(=[O:26])[CH3:2] |f:2.3|. Conditions: temperature 45 celsius. Run in O (water). Product: C(C)(=O)[C@]1([C@]2(C)[C@@H](CC1=C)[C@@H]1CC(C3=CC(CC[C@]3(C)[C@H]1CC2)=O)=C)O (17α-acetyl-17β-hydroxy-6,16-dimethyleneandrost-4-en-3-one). Reported procedure: 9.0 Kg of 17α-ethynyl-17β-hydroxy-6,16-dimethyleneandrost-4-en-3-one is added to a reactor vessel, flushed with nitrogen until the oxygen content is less than 4%. 108 Liters (85.3 Kg) of acetone is added and the solution heated to 45° C. A catalyst solution (prepared by the addition of 0.72 liters conc. sulfuric acid to 10.8 liters of deionized water, followed by the addition of 576 grams of mercuric oxide, red powder to the dilute acid) is added to the reaction mixture and stirred at 45° C. unt... Reactants: C(#C)[C@]1([C@]2(C)[C@@H](CC1=C)[C@@H]1CC(C3=CC(CC[C@]3(C)[C@H]1CC2)=O)=C)O (17α-ethynyl-17β-hydroxy-6,16-dimethyleneandrost-4-en-3-one), mercuric oxide, O=[Si]=O (Celite 545), C(C)(=O)[O-].[Na+] (sodium acetate). The reactants are diisopropyldiazene-1,2-dicarboxylate, OCCCN1CCN(CC1)C(=O)OC(C)(C)C (tert-butyl 4-(3-hydroxypropyl)piperazine-1-carboxylate), OC1=CC=C(C=O)C=C1 (4-hydroxybenzaldehyde), C1(=CC=CC=C1)P(C1=CC=CC=C1)C1=CC=CC=C1 (triphenyl-phosphine). Run in O1CCCC1 (tetrahydrofuran). Run at time 20 hour. The product is C(=O)C1=CC=C(OCCCN2CCN(CC2)C(=O)OC(C)(C)C)C=C1 (tert-butyl 4-(3-(4-formylphenoxy)propyl)piperazine-1-carboxylate). The yield is 81.2%. RXN SMILES: [OH:1][CH2:2][CH2:3][CH2:4][N:5]1[CH2:10][CH2:9][N:8]([C:11]([O:13][C:14]([CH3:17])([CH3:16])[CH3:15])=[O:12])[CH2:7][CH2:6]1.O[C:19]1[CH:26]=[CH:25][C:22]([CH:23]=[O:24])=[CH:21][CH:20]=1.C1(P(C2C=CC=CC=2)C2C=CC=CC=2)C=CC=CC=1>O1CCCC1>[CH:23]([C:22]1[CH:25]=[CH:26][C:19]([O:1][CH2:2][CH2:3][CH2:4][N:5]2[CH2:10][CH2:9][N:8]([C:11]([O:13][C:14]([CH3:17])([CH3:16])[CH3:15])=[O:12])[CH2:7][CH2:6]2)=[CH:20][CH:21]=1)=[O:24]. Procedure details: To 0.5 g (2.05 mmol) of tert-butyl 4-(3-hydroxypropyl)piperazine-1-carboxylate, 0.3 g (2.46 mmol) of 4-hydroxybenzaldehyde and 1 g (3.07 mmol) of resin-supported triphenyl-phosphine (3 mmol/g of resin) diluted in 14.5 ml of anhydrous tetrahydrofuran, is added dropwise at 0° C. under argon 0.614 ml (3.07 mmol) of diisopropyldiazene-1,2-dicarboxylate. The reaction mixture is stirred at room temperature for 20 h. The solid is filtered then rinsed in dichloromethane. The filtrate is concentrated and... Reactants: CCOC(=O)C1SCCc2cc(OC)c(OC)cc21, [Na+], [OH-]. The product is COc1cc2c(cc1OC)C(C(=O)O)SCC2. RXN SMILES: [CH3:1][O:2][c:3]1[cH:4][c:5]2[c:10]([cH:11][c:12]1[O:13][CH3:14])[CH:9]([C:15](=[O:16])[O:17][CH2:18][CH3:19])[S:8][CH2:7][CH2:6]2.[Na+:21].[OH-:20]>>[CH3:1][O:2][c:3]1[cH:4][c:5]2[c:10]([cH:11][c:12]1[O:13][CH3:14])[CH:9]([C:15](=[O:16])[OH:17])[S:8][CH2:7][CH2:6]2.